From a dataset of the Open Reaction Database (ORD), a public repository of structured organic reaction records. describe an organic reaction: reactants, conditions, products, and yield The reactants are C(C)(C)N(CC)C(C)C (di-isopropylethylamine), CN(S(=O)(=O)C1=CC=C(N)C=C1)C (4-(N,N-dimethylaminosulfonyl)aniline), FC(C(C(=O)O)(O)C)(F)F (α-trifluoromethyl lactic acid), S(=O)(Cl)Cl (thionyl chloride). The reagents and catalysts are N1(CCCC1)C1=CC=NC=C1 (4-pyrrolidinopyridine). The solvent is CN(C(C)=O)C (N,N-dimethylacetamide), O (water). Reaction conditions: temperature -10 celsius, time 90 minute. Yields the product CN(S(=O)(=O)C1=CC=C(C=C1)NC(C(C(F)(F)F)(C)O)=O)C (N-[4-(N,N-Dimethylaminosulfonyl)phenyl]-3,3,3-trifluoro-2-hydroxy-2-methylpropanamide). Yield: 37.7%. RXN SMILES: [F:1][C:2]([F:10])([F:9])[C:3]([CH3:8])([OH:7])[C:4](O)=[O:5].S(Cl)(Cl)=O.C(N(C(C)C)CC)(C)C.[CH3:24][N:25]([CH3:36])[S:26]([C:29]1[CH:35]=[CH:34][C:32]([NH2:33])=[CH:31][CH:30]=1)(=[O:28])=[O:27]>CN(C)C(=O)C.O.N1(C2C=CN=CC=2)CCCC1>[CH3:24][N:25]([CH3:36])[S:26]([C:29]1[CH:35]=[CH:34][C:32]([NH:33][C:4](=[O:5])[C:3]([OH:7])([CH3:8])[C:2]([F:10])([F:9])[F:1])=[CH:31][CH:30]=1)(=[O:27])=[O:28]. Reported procedure: To a cooled (-10° C.) solution of α-trifluoromethyl lactic acid (0.69 g) in dry N,N-dimethylacetamide (5 ml) was added thionyl chloride (0.33 ml) dropwise over 2 minutes. The mixture was stirred at -10° C. for 90 minutes, then treated successively with 4-pyrrolidinopyridine (13 mg), di-isopropylethylamine (0.76 ml), and 4-(N,N-dimethylaminosulfonyl)aniline (0.88 g). The reaction mixture was stirred at 22° C. for 48 hours, then diluted with water and extracted with ethyl acetate. The combined eth... Reactants: NC1=C(C(=O)OCC)C=CC=C1N (ethyl 2,3-diaminobenzoate), C(C)(=O)O (acetic acid), O.[S-2].[Na+].[Na+] (sodium sulfide hydrate), Cl (hydrochloric acid), N1=CC=C(C=C1)C=O (pyridine-4-carbaldehyde), ice water. The reagents and catalysts are S(=O)(=O)([O-])[O-].[Cu+2] (copper(II) sulfate). Run in C(C)O (ethanol), O (water), C(C)O (ethanol), O (water). Reaction conditions: temperature 50 celsius, time 10 minute. Yields the product N1=CC=C(C=C1)C=1NC2=C(N1)C=CC=C2C(=O)OCC (Ethyl 2-Pyridin-4-ylbenzimidazole-4-carboxylate). The yield is 78.2%. Reaction SMILES: [NH2:1][C:2]1[C:12]([NH2:13])=[CH:11][CH:10]=[CH:9][C:3]=1[C:4]([O:6][CH2:7][CH3:8])=[O:5].C(O)(=O)C.[N:18]1[CH:23]=[CH:22][C:21]([CH:24]=O)=[CH:20][CH:19]=1.Cl.O.[S-2].[Na+].[Na+]>C(O)C.O.S([O-])([O-])(=O)=O.[Cu+2]>[N:18]1[CH:23]=[CH:22][C:21]([C:24]2[NH:1][C:2]3[C:3]([C:4]([O:6][CH2:7][CH3:8])=[O:5])=[CH:9][CH:10]=[CH:11][C:12]=3[N:13]=2)=[CH:20][CH:19]=1 |f:4.5.6.7,10.11|. Reported procedure: 1 g (5.5 mmol) of ethyl 2,3-diaminobenzoate and 0.7 ml (11.3 mmol) of acetic acid were dissolved in 15 ml of ethanol. Then 0.77 g (7.2 mmol) of pyridine-4-carbaldehyde, dissolved in 25 ml of ethanol was added dropwise over the course of 30 minutes. A solution of 1.44 g (7.2 mmol) of copper(II) sulfate in 20 ml of water was then rapidly added dropwise. The mixture was boiled under reflux for 2 hours. The reaction solution was then allowed to cool to 50° C. 2.25 ml of 32% strength hydrochloric aci... Reactants: N1C=C(C2=CC=CC=C12)C(=O)OCC1=CC=CC=C1 (benzyl indole-3-carboxylate), BrCCCC(=O)OCC (ethyl 4-bromobutyrate), CC(C)([O-])C.[K+] (potassium t-butoxide). Run in CN(C=O)C (N,N-dimethylformamide). Conditions: temperature 50 celsius, time 4 hour. Product: C(C1=CC=CC=C1)OC(=O)C1=CN(C2=CC=CC=C12)CCCC(=O)OCC (ethyl 4-(3-benzyloxycarbonyl-1-indolyl)-butyrate). RXN SMILES: [NH:1]1[C:9]2[C:4](=[CH:5][CH:6]=[CH:7][CH:8]=2)[C:3]([C:10]([O:12][CH2:13][C:14]2[CH:19]=[CH:18][CH:17]=[CH:16][CH:15]=2)=[O:11])=[CH:2]1.Br[CH2:21][CH2:22][CH2:23][C:24]([O:26][CH2:27][CH3:28])=[O:25].CC(C)([O-])C.[K+]>CN(C)C=O>[CH2:13]([O:12][C:10]([C:3]1[C:4]2[C:9](=[CH:8][CH:7]=[CH:6][CH:5]=2)[N:1]([CH2:21][CH2:22][CH2:23][C:24]([O:26][CH2:27][CH3:28])=[O:25])[CH:2]=1)=[O:11])[C:14]1[CH:19]=[CH:18][CH:17]=[CH:16][CH:15]=1 |f:2.3|. Reported procedure: A mixture of benzyl indole-3-carboxylate, ethyl 4-bromobutyrate and potassium t-butoxide in N,N-dimethylformamide was stirred at 50° C. for 4 hours. After insoluble materials were filtered off, the filtrate was diluted with ethyl acetate, and washed with diluted hydrochloric acid and water, dried over magnesium sulfate and concentrated. The concentrate was chromatographed on a silica gel column to give the object compound. Starting materials: COC(=O)c1ccc(F)cc1OC1CCN(C(=O)OC(C)(C)C)CC1, C1CCOC1, CO, CCOC(C)=O, [Li+], [OH-]. The product is CC(C)(C)OC(=O)N1CCC(Oc2cc(F)ccc2C(=O)O)CC1. RXN SMILES: [C:1]([CH3:2])([CH3:3])([CH3:4])[O:5][C:6](=[O:7])[N:8]1[CH2:9][CH2:10][CH:11]([O:14][c:15]2[c:16]([C:17](=[O:18])[O:19][CH3:20])[cH:21][cH:22][c:23]([F:25])[cH:24]2)[CH2:12][CH2:13]1.[CH2:30]1[O:31][CH2:32][CH2:33][CH2:34]1.[CH3:28][OH:29].[CH3:35][CH2:36][O:37][C:38]([CH3:39])=[O:40].[Li+:27].[OH-:26]>>[C:1]([CH3:2])([CH3:3])([CH3:4])[O:5][C:6](=[O:7])[N:8]1[CH2:9][CH2:10][CH:11]([O:14][c:15]2[c:16]([C:17](=[O:18])[OH:19])[cH:21][cH:22][c:23]([F:25])[cH:24]2)[CH2:12][CH2:13]1. The reactants are O=C1CCC(=O)N1Br, FC(F)c1ccc(Br)cc1, ClC(Cl)(Cl)Cl, O. Product: FC(F)(Br)c1ccc(Br)cc1. RXN SMILES: [Br:12][N:13]1[C:14](=[O:15])[CH2:16][CH2:17][C:18]1=[O:19].[Br:2][c:3]1[cH:4][cH:5][c:6]([CH:9]([F:10])[F:11])[cH:7][cH:8]1.[Cl:20][C:21]([Cl:22])([Cl:23])[Cl:24].[O:1]>>[Br:2][c:3]1[cH:4][cH:5][c:6]([C:9]([F:10])([F:11])[Br:12])[cH:7][cH:8]1. Starting materials: C(CC(O)(C(=O)O)CC(=O)O)(=O)O (citric acid), C(C)(=O)O (acetic acid), Example 1-6, C(CCC)[Li] (n-butyl lithium), ClC=1C(=NOC1NS(=O)(=O)C1=C(SC=C1)C1SCCCS1)C (N-(4-chloro-3-methyl-1,2-oxazol-5-yl)-2-(1,3-dithian-2-yl)thiophene-3-sulfonamide), ClCC1=CC2=C(COC2)C=C1C (5-(chloromethyl)-6-methyl-1,3-dihydro-2-benzofuran). Solvent: O (water), O1CCCC1 (tetrahydrofuran), O1CCCC1 (tetrahydrofuran). Reaction conditions: temperature -35 celsius, time 20 minute. Product: ClC=1C(=NOC1NS(=O)(=O)C1=C(SC=C1)C1(SCCCS1)CC1=CC2=C(COC2)C=C1C)C (N-(4-chloro-3-methyl-1,2-oxazol-5-yl)-2-{2-[(6-methyl-1,3-dihydro-2-benzofuran-5-yl)methyl]-1,3-dithian-2-yl}thiophene-3-sulfonamide). Isolated yield 54.0%. RXN SMILES: [Cl:1][C:2]1[C:3]([CH3:22])=[N:4][O:5][C:6]=1[NH:7][S:8]([C:11]1[CH:15]=[CH:14][S:13][C:12]=1[CH:16]1[S:21][CH2:20][CH2:19][CH2:18][S:17]1)(=[O:10])=[O:9].C([Li])CCC.Cl[CH2:29][C:30]1[C:38]([CH3:39])=[CH:37][C:33]2[CH2:34][O:35][CH2:36][C:32]=2[CH:31]=1.C(O)(=O)C.C(O)(=O)CC(CC(O)=O)(C(O)=O)O>O.O1CCCC1>[Cl:1][C:2]1[C:3]([CH3:22])=[N:4][O:5][C:6]=1[NH:7][S:8]([C:11]1[CH:15]=[CH:14][S:13][C:12]=1[C:16]1([CH2:29][C:30]2[C:38]([CH3:39])=[CH:37][C:33]3[CH2:34][O:35][CH2:36][C:32]=3[CH:31]=2)[S:21][CH2:20][CH2:19][CH2:18][S:17]1)(=[O:10])=[O:9]. Procedure: To a mixture of N-(4-chloro-3-methyl-1,2-oxazol-5-yl)-2-formylthiophene-3-sulfonamide described in Production Example 1-3 (4.9 g, 16 mmol) and dichloromethane (100 mL) was successively added boron trifluoride diethyl etherate (8.1 mL, 64 mmol) and 1,3-propanedithiol (1.9 mL, 19 mmol) under ice cooling, followed by stirring at room temperature for 90 minutes. Water was added under ice cooling to the reaction mixture, which was then extracted with dichloromethane. The organic layer was washed with... The reactants are COC(C1=CC(=CC=C1)CONC(C1=C(C=CC=C1)NCC1=CC=NC=C1)=O)=O (3-{2-[(Pyridin-4-ylmethyl)-amino]-benzoylaminooxymethyl}-benzoic acid methyl ester), [OH-].[Na+] (sodium hydroxide), Cl (HCl). Run in O (water), CO (methanol). Run at time 7 hour. The product is N1=CC=C(C=C1)CNC1=C(C(=O)NOCC=2C=C(C(=O)O)C=CC2)C=CC=C1 (3-{2-[(Pyridin-4-ylmethyl)-amino]-benzoylaminooxymethyl}-benzoic acid). Reaction SMILES: C[O:2][C:3](=[O:29])[C:4]1[CH:9]=[CH:8][CH:7]=[C:6]([CH2:10][O:11][NH:12][C:13](=[O:28])[C:14]2[CH:19]=[CH:18][CH:17]=[CH:16][C:15]=2[NH:20][CH2:21][C:22]2[CH:27]=[CH:26][N:25]=[CH:24][CH:23]=2)[CH:5]=1.[OH-].[Na+].Cl>CO.O>[N:25]1[CH:26]=[CH:27][C:22]([CH2:21][NH:20][C:15]2[CH:16]=[CH:17][CH:18]=[CH:19][C:14]=2[C:13]([NH:12][O:11][CH2:10][C:6]2[CH:5]=[C:4]([CH:9]=[CH:8][CH:7]=2)[C:3]([OH:29])=[O:2])=[O:28])=[CH:23][CH:24]=1 |f:1.2|. Reported procedure: To a stirred solution of 3-{2-[(Pyridin-4-ylmethyl)-amino]-benzoylaminooxymethyl}-benzoic acid methyl ester (see example 402, 89 mg) in methanol (3 ml) was added 2M sodium hydroxide (1 ml). The reaction mixture was stirred at room temperature for 7 hours. The mixture was diluted with water (12 ml) and acidified with 4M HCl aq. The resulting precipitated material was isolated by filtration and dried under vacuum, affording the title compound. 13C-NMR (DMSO-d6) δ 167.2, 167.1, 149.5, 149.0, 148.3,... The reactants are COC(=O)NCCO[C@H]([C@H]1CN(CCC1)C(=O)OC(C)(C)C)C=1C=C(C=CC1)C ((R)-tert-butyl 3-((R)-(2-(methoxycarbonylamino)ethoxy)(m-tolyl)methyl)piperidine-1-carboxylate), BrC1=CC(=CC=C1)C (1-bromo-3-methylbenzene), [Li]CCCC (n-BuLi), CCCCCC (hexane). The solvent is C1CCOC1 (THF), C1CCOC1 (THF). Reaction conditions: temperature -78 celsius, time 1 hour. Yields the product CC=1C=C(C(=O)[C@H]2CN(CCC2)C(=O)OC(C)(C)C)C=CC1 ((R)-tert-butyl 3-(3-methylbenzoyl)piperidine-1-carboxylate). Isolated yield 125.8%. As a reaction SMILES: BrC1C=CC=C(C)C=1.[Li]CCCC.CCCCCC.COC(NCC[O:27][C@@H:28]([C:42]1[CH:43]=[C:44]([CH3:48])[CH:45]=[CH:46][CH:47]=1)[C@@H:29]1[CH2:34][CH2:33][CH2:32][N:31]([C:35]([O:37][C:38]([CH3:41])([CH3:40])[CH3:39])=[O:36])[CH2:30]1)=O>C1COCC1>[CH3:48][C:44]1[CH:43]=[C:42]([CH:47]=[CH:46][CH:45]=1)[C:28]([C@@H:29]1[CH2:34][CH2:33][CH2:32][N:31]([C:35]([O:37][C:38]([CH3:41])([CH3:39])[CH3:40])=[O:36])[CH2:30]1)=[O:27]. Procedure: To a solution of 1-bromo-3-methylbenzene (88.4 g, 0.52 mol) in anhydrous THF (550 mL) at −78° C. under nitrogen was added dropwise a solution of 2.5 M n-BuLi in hexane (210 mL, 0.52 mol). After stirring for 1 hr at −78° C., a solution of (R)-tert-butyl 3-((R)-(2-(methoxycarbonylamino)ethoxy)(m-tolyl)methyl)piperidine-1-carboxylate (120 g, 0.44 mol) in anhydrous THF (500 mL) was added dropwise. After addition, the reaction mixture was allowed to warm to rt and stirred for 2 hr. The mixture was qu... Reactants: CC(C)(C)OC(=O)Nc1cc(Cl)c(Cl)cc1[N+](=O)[O-], CS(C)=O, CNC(C)C. Yields the product CC(C)N(C)c1cc(NC(=O)OC(C)(C)C)c([N+](=O)[O-])cc1Cl. As a reaction SMILES: [C:1]([CH3:2])([CH3:3])([CH3:4])[O:5][C:6]([NH:7][c:8]1[c:9]([N+:16](=[O:17])[O-:18])[cH:10][c:11]([Cl:15])[c:12]([Cl:14])[cH:13]1)=[O:19].[CH3:25][S:26]([CH3:27])=[O:28].[CH:20]([CH3:21])([CH3:22])[NH:23][CH3:24]>>[C:1]([CH3:2])([CH3:3])([CH3:4])[O:5][C:6]([NH:7][c:8]1[c:9]([N+:16](=[O:17])[O-:18])[cH:10][c:11]([Cl:15])[c:12]([N:23]([CH:20]([CH3:21])[CH3:22])[CH3:24])[cH:13]1)=[O:19]. The reactants are Intermediate 11, C[C@H](C(=O)OC)CC(=O)OC ((S)-dimethyl 2-methylsuccinate), NCCO (2-aminoethanol). The product is C[C@@H]1CN(CC1)CCO ((S)-2-(3-Methylpyrrolidin-1-yl)ethanol). RXN SMILES: [CH3:1][C@@H:2]([CH2:7][C:8](OC)=O)[C:3](OC)=O.[NH2:12][CH2:13][CH2:14][OH:15]>>[CH3:1][C@H:2]1[CH2:7][CH2:8][N:12]([CH2:13][CH2:14][OH:15])[CH2:3]1. Procedure: The title compound was synthesized as described in Intermediate 11 using (S)-dimethyl 2-methylsuccinate and 2-aminoethanol as starting materials. 1H NMR (CDCl3): δ 3.66 (t, 1H), 2.93 (dd, 1H), 2.81 (m, 1H), 2.73 (m, 1H), 2.66 (m, 1H), 2.63 (m, 1H), 2.29 (m, 1H), 2.18 (dd, 2H), 2.05 (m, 1H), 1.40 (m, 1H), 1.04 (d, 3H); MS: 130.2 (M+H)+.